This data is from the Open Reaction Database (ORD), a public repository of structured organic reaction records. The task is: describe an organic reaction: reactants, conditions, products, and yield Starting materials: C(C1=CC=CC=C1)N1C2=CC=C(C=C2C=2C(=CC=CC12)OCC#N)OC ([(9-benzyl-6-methoxy-9H-carbazol-4-yl)oxy]acetonitrile), CO (Methanol). The yield is 85.0%. The product is C(C1=CC=CC=C1)N1C2=CC=C(C=C2C=2C(=CC=CC12)OCCN)OC (2-[(9-Benzyl-6-methoxy-9H-carbazol-4-yl)oxy]ethylamine). The solvent is C1CCOC1 (THF). Procedure details: To a mixture of [(9-benzyl-6-methoxy-9H-carbazol-4-yl)oxy]acetonitrile (0.43 g, 1.26 mmol) in dry THF (20 mL) is added borane-methylsulfide complex (0.36 mL, 3.8 mmol). The mixture is heated at 85° C. overnight. Methanol is slowly added to the mixture until gas evolution ceased. The solvents are removed under reduced pressure. Methanol (20 mL) is added then removed under reduced pressure. Methanol (50 mL) and concentrated hydrochloric acid (10 mL) is added to the mixture and heated at 65° C. ove... Reaction SMILES: [CH2:1]([N:8]1[C:20]2[CH:19]=[CH:18][CH:17]=[C:16]([O:21][CH2:22][C:23]#[N:24])[C:15]=2[C:14]2[C:9]1=[CH:10][CH:11]=[C:12]([O:25][CH3:26])[CH:13]=2)[C:2]1[CH:7]=[CH:6][CH:5]=[CH:4][CH:3]=1.CO>C1COCC1>[CH2:1]([N:8]1[C:20]2[CH:19]=[CH:18][CH:17]=[C:16]([O:21][CH2:22][CH2:23][NH2:24])[C:15]=2[C:14]2[C:9]1=[CH:10][CH:11]=[C:12]([O:25][CH3:26])[CH:13]=2)[C:2]1[CH:3]=[CH:4][CH:5]=[CH:6][CH:7]=1. Run at temperature 85 celsius. Starting materials: CCOC(=O)c1c([N+](=O)[O-])c(-c2ccc(OC)cc2)[nH]c(=O)c1C(=O)OCC, [Na+], CN(C)C=O, O, O=C([O-])O, O=P(Cl)(Cl)Cl. Yields the product CCOC(=O)c1c(Cl)nc(-c2ccc(OC)cc2)c([N+](=O)[O-])c1C(=O)OCC. RXN SMILES: [CH2:1]([CH3:2])[O:3][C:4](=[O:5])[c:6]1[c:7](=[O:28])[nH:8][c:9](-[c:20]2[cH:21][cH:22][c:23]([O:26][CH3:27])[cH:24][cH:25]2)[c:10]([N+:17](=[O:18])[O-:19])[c:11]1[C:12](=[O:13])[O:14][CH2:15][CH3:16].[Na+:39].[O:34]=[CH:35][N:36]([CH3:37])[CH3:38].[OH2:44].[OH:40][C:41](=[O:42])[O-:43].[P:29]([Cl:30])([Cl:31])([Cl:32])=[O:33]>>[CH2:1]([CH3:2])[O:3][C:4](=[O:5])[c:6]1[c:7]([Cl:31])[n:8][c:9](-[c:20]2[cH:21][cH:22][c:23]([O:26][CH3:27])[cH:24][cH:25]2)[c:10]([N+:17](=[O:18])[O-:19])[c:11]1[C:12](=[O:13])[O:14][CH2:15][CH3:16]. Starting materials: CC(C)(C)OC(=O)NC1=NC(c2cc(NC(=O)c3ccc(Cl)cn3)ccc2F)(C(F)(F)F)COC1, Cl, C1COCCO1. The product is NC1=NC(c2cc(NC(=O)c3ccc(Cl)cn3)ccc2F)(C(F)(F)F)COC1. As a reaction SMILES: [C:1]([O:2][C:3](=[O:4])[NH:7][C:8]1=[N:13][C:12]([C:14]([F:15])([F:16])[F:17])([c:18]2[c:19]([F:34])[cH:20][cH:21][c:22]([NH:24][C:25](=[O:26])[c:27]3[n:28][cH:29][c:30]([Cl:33])[cH:31][cH:32]3)[cH:23]2)[CH2:11][O:10][CH2:9]1)([CH3:5])([CH3:6])[CH3:35].[ClH:36].[O:37]1[CH2:38][CH2:39][O:40][CH2:41][CH2:42]1>>[NH2:7][C:8]1=[N:13][C:12]([C:14]([F:15])([F:16])[F:17])([c:18]2[c:19]([F:34])[cH:20][cH:21][c:22]([NH:24][C:25](=[O:26])[c:27]3[n:28][cH:29][c:30]([Cl:33])[cH:31][cH:32]3)[cH:23]2)[CH2:11][O:10][CH2:9]1. Starting materials: [N+](=O)([O-])C=1C=C2C(=CC=3N(C2=CC1)C(=NN3)C)C3=CC=CC=C3 (7-nitro-1-methyl-5-phenyl-s-triazolo[4,3-a]quinoline), I(=O)(=O)(=O)[O-].[Na+] (sodium periodate). Reagents/catalysts: [Ru](=O)=O (ruthenium dioxide). Yields the product [N+](=O)([O-])C=1C=CC(=C(C(=O)C2=CC=CC=C2)C1)N1C(=NN=C1)C (5-nitro-2-(3-methyl- 4H-1,2,4-triazol-4-yl)-benzophenone). Reaction SMILES: [N+:1]([C:4]1[CH:5]=[C:6]2[C:11](=[CH:12][CH:13]=1)[N:10]1[C:14](C)=[N:15][N:16]=[C:9]1[CH:8]=[C:7]2[C:18]1[CH:23]=[CH:22][CH:21]=[CH:20][CH:19]=1)([O-:3])=[O:2].I([O-])(=O)(=O)=[O:25].[Na+]>[Ru](=O)=O>[N+:1]([C:4]1[CH:13]=[CH:12][C:11]([N:10]2[CH:14]=[N:15][N:16]=[C:9]2[CH3:8])=[C:6]([CH:5]=1)[C:7]([C:18]1[CH:23]=[CH:22][CH:21]=[CH:20][CH:19]=1)=[O:25])([O-:3])=[O:2] |f:1.2|. Reported procedure: In the manner given in Example 3, 7-nitro-1-methyl-5-phenyl-s-triazolo[4,3-a]quinoline is oxidized at low temperature with sodium periodate and ruthenium dioxide to give 5-nitro-2-(3-methyl- 4H-1,2,4-triazol-4-yl)-benzophenone.